From a dataset of the Open Reaction Database (ORD), a public repository of structured organic reaction records. describe an organic reaction: reactants, conditions, products, and yield Starting materials: CCO, CCOC(=O)c1ccc(-c2ncnc3ccc(-c4cnn(C(c5ccccc5)(c5ccccc5)c5ccccc5)c4)cc23)cc1F, [Li+], [OH-], O. Reaction SMILES: [CH3:49][CH2:50][OH:51].[F:1][c:2]1[c:3]([C:4](=[O:5])[O:6][CH2:7][CH3:8])[cH:9][cH:10][c:11](-[c:13]2[n:14][cH:15][n:16][c:17]3[cH:18][cH:19][c:20](-[c:23]4[cH:24][n:25][n:26]([C:28]([c:29]5[cH:30][cH:31][cH:32][cH:33][cH:34]5)([c:35]5[cH:36][cH:37][cH:38][cH:39][cH:40]5)[c:41]5[cH:42][cH:43][cH:44][cH:45][cH:46]5)[cH:27]4)[cH:21][c:22]23)[cH:12]1.[Li+:47].[OH-:48].[OH2:52]>>[F:1][c:2]1[c:3]([C:4](=[O:5])[OH:6])[cH:9][cH:10][c:11](-[c:13]2[n:14][cH:15][n:16][c:17]3[cH:18][cH:19][c:20](-[c:23]4[cH:24][n:25][n:26]([C:28]([c:29]5[cH:30][cH:31][cH:32][cH:33][cH:34]5)([c:35]5[cH:36][cH:37][cH:38][cH:39][cH:40]5)[c:41]5[cH:42][cH:43][cH:44][cH:45][cH:46]5)[cH:27]4)[cH:21][c:22]23)[cH:12]1. Yields the product O=C(O)c1ccc(-c2ncnc3ccc(-c4cnn(C(c5ccccc5)(c5ccccc5)c5ccccc5)c4)cc23)cc1F. Reaction SMILES: [Al+3:22].[CH3:1][c:2]1[c:3]2[c:11]([c:12]([O:16][CH3:17])[c:13]([CH3:15])[cH:14]1)[C:10](=[O:18])[CH:9]1[CH:4]2[CH2:5][CH2:6][CH2:7][CH2:8]1.[CH3:26][C:27]#[N:28].[Cl-:21].[Cl-:23].[Cl-:24].[I-:20].[Na+:19].[OH2:25]>>[CH3:1][c:2]1[c:3]2[c:11]([c:12]([OH:16])[c:13]([CH3:15])[cH:14]1)[C:10](=[O:18])[CH:9]1[CH:4]2[CH2:5][CH2:6][CH2:7][CH2:8]1. Reactants: [Al+3], COc1c(C)cc(C)c2c1C(=O)C1CCCCC21, CC#N, [Cl-], [Cl-], [Cl-], [I-], [Na+], O. The product is Cc1cc(C)c2c(c1O)C(=O)C1CCCCC21. Starting materials: [C-]#N, O=C([O-])O, CCCC[N+](CCCC)(CCCC)CCCC, CCOC(C)=O, CC#N, Cc1nc(-c2ccc(C(F)(F)F)cc2)sc1CCl, [Na+]. Yields the product Cc1nc(-c2ccc(C(F)(F)F)cc2)sc1CC#N. Reaction SMILES: [C-:33]#[N:34].[C:19](=[O:20])([OH:21])[O-:22].[CH2:35]([N+:36]([CH2:37][CH2:38][CH2:39][CH3:40])([CH2:41][CH2:42][CH2:43][CH3:44])[CH2:45][CH2:46][CH2:47][CH3:48])[CH2:49][CH2:50][CH3:51].[CH3:24][CH2:25][O:26][C:27](=[O:28])[CH3:29].[CH3:30][C:31]#[N:32].[Cl:1][CH2:2][c:3]1[c:4]([CH3:18])[n:5][c:6](-[c:8]2[cH:9][cH:10][c:11]([C:14]([F:15])([F:16])[F:17])[cH:12][cH:13]2)[s:7]1.[Na+:23]>>[CH2:2]([c:3]1[c:4]([CH3:18])[n:5][c:6](-[c:8]2[cH:9][cH:10][c:11]([C:14]([F:15])([F:16])[F:17])[cH:12][cH:13]2)[s:7]1)[C:31]#[N:32]. The reactants are [Br-], C1CCOC1, Cn1cncc1C(=O)c1ccc(C#N)c(Oc2ccc3ccccc3c2)c1, C[Mg+]. The product is Cn1cncc1C(C)(O)c1ccc(C#N)c(Oc2ccc3ccccc3c2)c1. As a reaction SMILES: [Br-:28].[CH2:31]1[O:32][CH2:33][CH2:34][CH2:35]1.[CH3:1][n:2]1[cH:3][n:4][cH:5][c:6]1[C:7](=[O:8])[c:9]1[cH:10][c:11]([O:17][c:18]2[cH:19][c:20]3[cH:21][cH:22][cH:23][cH:24][c:25]3[cH:26][cH:27]2)[c:12]([C:13]#[N:14])[cH:15][cH:16]1.[CH3:29][Mg+:30]>>[CH3:1][n:2]1[cH:3][n:4][cH:5][c:6]1[C:7]([OH:8])([c:9]1[cH:10][c:11]([O:17][c:18]2[cH:19][c:20]3[cH:21][cH:22][cH:23][cH:24][c:25]3[cH:26][cH:27]2)[c:12]([C:13]#[N:14])[cH:15][cH:16]1)[CH3:29]. Reactants: Oc1ccnc2cc(-c3ncccc3C(F)(F)F)ccc12, O=P(Cl)(Cl)Cl. Product: FC(F)(F)c1cccnc1-c1ccc2c(Cl)ccnc2c1. Reaction SMILES: [F:1][C:2]([c:3]1[c:4](-[c:9]2[cH:10][cH:11][c:12]3[c:13]([OH:19])[cH:14][cH:15][n:16][c:17]3[cH:18]2)[n:5][cH:6][cH:7][cH:8]1)([F:20])[F:21].[P:22]([Cl:23])([Cl:24])([Cl:25])=[O:26]>>[F:1][C:2]([c:3]1[c:4](-[c:9]2[cH:10][cH:11][c:12]3[c:13]([Cl:24])[cH:14][cH:15][n:16][c:17]3[cH:18]2)[n:5][cH:6][cH:7][cH:8]1)([F:20])[F:21]. The reactants are OC1=CC=2C(C=3C=C(C=CC3C2C2=C1C=C(C=C2)C)C)C(=O)O (5-hydroxy-3,9-dimethyl-7H-benzo[c]fluorene-7-carboxylic acid), CO (MeOH). The reagents and catalysts are OS(=O)(=O)O (H2SO4). The product is OC1=CC=2C(C=3C=C(C=CC3C2C2=C1C=C(C=C2)C)C)C(=O)OC (methyl 5-hydroxy-3,9-dimethyl-7H-benzo[c]fluorene-7-carboxylate). Reaction SMILES: [OH:1][C:2]1[C:14]2[CH:15]=[C:16]([CH3:19])[CH:17]=[CH:18][C:13]=2[C:12]2[C:11]3[CH:10]=[CH:9][C:8]([CH3:20])=[CH:7][C:6]=3[CH:5]([C:21]([OH:23])=[O:22])[C:4]=2[CH:3]=1.[CH3:24]O>OS(O)(=O)=O>[OH:1][C:2]1[C:14]2[CH:15]=[C:16]([CH3:19])[CH:17]=[CH:18][C:13]=2[C:12]2[C:11]3[CH:10]=[CH:9][C:8]([CH3:20])=[CH:7][C:6]=3[CH:5]([C:21]([O:23][CH3:24])=[O:22])[C:4]=2[CH:3]=1. Procedure: The product of Step 2 (4.5 g) was dissolved in MeOH (200 mL) and 3 drops of H2SO4 were added. The mixture was heated to reflux for 3 hrs and cooled to room temperature. After evaporation of the solvent, the resulting residue was dissolved in DCM (150 mL) and washed with brine (50 mL). The organic layer was collected and the solvent evaporated to afford the product methyl 5-hydroxy-3,9-dimethyl-7H-benzo[c]fluorene-7-carboxylate (4.5 g). MS analysis supported the molecular weight of the product. Reactants: O=C([O-])[O-], [K+], [K+], CN(C)C=O, COc1cc2c(Oc3ccc4cccnc4c3)ncnc2cc1O, OCCN1CCOCC1. Product: COc1cc2c(Oc3ccc4cccnc4c3)ncnc2cc1OCCN1CCOCC1. As a reaction SMILES: [C:25](=[O:26])([O-:27])[O-:28].[K+:29].[K+:30].[O:40]=[CH:41][N:42]([CH3:43])[CH3:44].[OH:1][c:2]1[c:3]([O:23][CH3:24])[cH:4][c:5]2[c:6]([O:12][c:13]3[cH:14][cH:15][c:16]4[cH:17][cH:18][cH:19][n:20][c:21]4[cH:22]3)[n:7][cH:8][n:9][c:10]2[cH:11]1.[OH:31][CH2:32][CH2:33][N:34]1[CH2:35][CH2:36][O:37][CH2:38][CH2:39]1>>[O:1]([c:2]1[c:3]([O:23][CH3:24])[cH:4][c:5]2[c:6]([O:12][c:13]3[cH:14][cH:15][c:16]4[cH:17][cH:18][cH:19][n:20][c:21]4[cH:22]3)[n:7][cH:8][n:9][c:10]2[cH:11]1)[CH2:32][CH2:33][N:34]1[CH2:35][CH2:36][O:37][CH2:38][CH2:39]1. The reactants are Cl.CONC (N-methoxymethanamine hydrochloride), ON1N=NC2=C1C=CC=C2 (1-hydroxybenzotriazole), FC=1C=C(C=CC1SC)C(C(=O)O)CC1CCOCC1 (2-[3-fluoro-4-(methylsulfanyl)phenyl]-3-(tetrahydro-2H-pyran-4-yl)propanoic acid), Cl.CN(CCCN=C=NCC)C (N-[3-(dimethylamino)propyl]-N′-ethylcarbodiimide hydrochloride). Run in C(C)#N (acetonitrile), C(C)N(CC)CC (triethylamine), C(C)(=O)OCC (ethyl acetate). Run at time 8 hour. Yields the product FC=1C=C(C=CC1SC)C(C(=O)N(C)OC)CC1CCOCC1 (2-[3-fluoro-4-(methylsulfanyl)phenyl]-N-methoxy-N-methyl-3-(tetrahydro-2H-pyran-4-yl)propanamide). The yield is 89.4%. RXN SMILES: Cl.[CH3:2][O:3][NH:4][CH3:5].[F:6][C:7]1[CH:8]=[C:9]([CH:15]([CH2:19][CH:20]2[CH2:25][CH2:24][O:23][CH2:22][CH2:21]2)[C:16]([OH:18])=O)[CH:10]=[CH:11][C:12]=1[S:13][CH3:14].Cl.CN(C)CCCN=C=NCC.ON1C2C=CC=CC=2N=N1>C(#N)C.C(OCC)(=O)C.C(N(CC)CC)C>[F:6][C:7]1[CH:8]=[C:9]([CH:15]([CH2:19][CH:20]2[CH2:25][CH2:24][O:23][CH2:22][CH2:21]2)[C:16]([N:4]([O:3][CH3:2])[CH3:5])=[O:18])[CH:10]=[CH:11][C:12]=1[S:13][CH3:14] |f:0.1,3.4|. Reported procedure: A solution of N-methoxymethanamine hydrochloride (467 mg) in acetonitrile (16 mL) was neutralized with triethylamine (1.82 mL), and 2-[3-fluoro-4-(methylsulfanyl)phenyl]-3-(tetrahydro-2H-pyran-4-yl)propanoic acid (1.30 g), N-[3-(dimethylamino)propyl]-N′-ethylcarbodiimide hydrochloride (918 mg) and 1-hydroxybenzotriazole (73.4 mg) were added under ice-cooling. The reaction mixture was warmed to room temperature and stirred overnight. The reaction mixture was diluted with ethyl acetate, and washed...